Dataset: the Open Reaction Database (ORD), a public repository of structured organic reaction records. Task: describe an organic reaction: reactants, conditions, products, and yield Starting materials: Cl, COC(=O)C(c1ccccc1)N1CCN(c2ccc(NC(=O)c3ccccc3-c3ccc(C(F)(F)F)cc3)cc2)CC1. Product: Cl, O=C(Nc1ccc(N2CCN(C(C(=O)O)c3ccccc3)CC2)cc1)c1ccccc1-c1ccc(C(F)(F)F)cc1. RXN SMILES: [ClH:43].[c:1]1([CH:7]([C:8](=[O:9])[O:10][CH3:11])[N:12]2[CH2:13][CH2:14][N:15]([c:18]3[cH:19][cH:20][c:21]([NH:24][C:25](=[O:26])[c:27]4[c:28](-[c:33]5[cH:34][cH:35][c:36]([C:39]([F:40])([F:41])[F:42])[cH:37][cH:38]5)[cH:29][cH:30][cH:31][cH:32]4)[cH:22][cH:23]3)[CH2:16][CH2:17]2)[cH:2][cH:3][cH:4][cH:5][cH:6]1>>[ClH:43].[c:1]1([CH:7]([C:8](=[O:9])[OH:10])[N:12]2[CH2:13][CH2:14][N:15]([c:18]3[cH:19][cH:20][c:21]([NH:24][C:25](=[O:26])[c:27]4[c:28](-[c:33]5[cH:34][cH:35][c:36]([C:39]([F:40])([F:41])[F:42])[cH:37][cH:38]5)[cH:29][cH:30][cH:31][cH:32]4)[cH:22][cH:23]3)[CH2:16][CH2:17]2)[cH:2][cH:3][cH:4][cH:5][cH:6]1. The reactants are Cl (hydrochloric acid), CO (methanol), C(=O)NC=1SC=C(N1)C(C(=O)NC1[C@@H]2N(C(=C(CS2)Cl)C(=O)O)C1=O)=NOCCCCCC (7-[2-(2-formamidothiazol-4-yl)-2-n-hexyloxyiminoacetamido]-3-chloro-3-cephem-4-carboxylic acid). The solvent is O1CCCC1 (tetrahydrofuran). The product is NC=1SC=C(N1)C(C(=O)NC1[C@@H]2N(C(=C(CS2)Cl)C(=O)O)C1=O)=NOCCCCCC (7-[2-(2-aminothiazol-4-yl)-2-n-hexyloxyiminoacetamido]-3-chloro-3-cephem-4-carboxylic acid). Isolated yield 81.9%. RXN SMILES: C([NH:3][C:4]1[S:5][CH:6]=[C:7]([C:9](=[N:26][O:27][CH2:28][CH2:29][CH2:30][CH2:31][CH2:32][CH3:33])[C:10]([NH:12][CH:13]2[C:24](=[O:25])[N:15]3[C:16]([C:21]([OH:23])=[O:22])=[C:17]([Cl:20])[CH2:18][S:19][C@H:14]23)=[O:11])[N:8]=1)=O.Cl.CO>O1CCCC1>[NH2:3][C:4]1[S:5][CH:6]=[C:7]([C:9](=[N:26][O:27][CH2:28][CH2:29][CH2:30][CH2:31][CH2:32][CH3:33])[C:10]([NH:12][CH:13]2[C:24](=[O:25])[N:15]3[C:16]([C:21]([OH:23])=[O:22])=[C:17]([Cl:20])[CH2:18][S:19][C@H:14]23)=[O:11])[N:8]=1. Procedure: A mixture of 7-[2-(2-formamidothiazol-4-yl)-2-n-hexyloxyiminoacetamido]-3-chloro-3-cephem-4-carboxylic acid (syn isomer, 2.4 g.), conc.hydrochloric acid (1.84 g.), methanol (36 ml.) and tetrahydrofuran (30 ml.) was stirred at 30° C. for 2 hours. The resultant solution was concentrated in vacuo. Water (60 ml.) was added to the residue and the precipitates were collected by filtration, washed with water and dried over phosphorus pentoxide to give 7-[2-(2-aminothiazol-4-yl)-2-n-hexyloxyiminoacetami... Starting materials: C1(CCCC1)/C=C(/C(=O)NC=1SC=CN1)\C1=CC=C(C=C1)S(=O)(=O)C ((E)-3-cyclopentyl-2-(4-methanesulfonyl-phenyl)-N-thiazol-2-yl-acrylamide), BrN1C(CCC1=O)=O (N-bromosuccinimide), C(C1=CC=CC=C1)(=O)OOC(C1=CC=CC=C1)=O (benzoyl peroxide). Solvent: C(Cl)(Cl)(Cl)Cl (carbon tetrachloride). Reaction conditions: temperature 90 celsius, time 8 hour. Yields the product hexanes ethyl acetate, BrC1=CN=C(S1)NC(\C(=C\C1CCCC1)\C1=CC=C(C=C1)S(=O)(=O)C)=O ((E)-N-(5-bromo-thiazol-2-yl)-3-cyclopentyl-2-(4-methanesulfonyl-phenyl)-acrylamide). The yield is 21.6%. RXN SMILES: [CH:1]1(/[CH:6]=[C:7](\[C:16]2[CH:21]=[CH:20][C:19]([S:22]([CH3:25])(=[O:24])=[O:23])=[CH:18][CH:17]=2)/[C:8]([NH:10][C:11]2[S:12][CH:13]=[CH:14][N:15]=2)=[O:9])[CH2:5][CH2:4][CH2:3][CH2:2]1.[Br:26]N1C(=O)CCC1=O.C(OOC(=O)C1C=CC=CC=1)(=O)C1C=CC=CC=1>C(Cl)(Cl)(Cl)Cl>[Br:26][C:13]1[S:12][C:11]([NH:10][C:8](=[O:9])/[C:7](/[C:16]2[CH:21]=[CH:20][C:19]([S:22]([CH3:25])(=[O:24])=[O:23])=[CH:18][CH:17]=2)=[CH:6]/[CH:1]2[CH2:5][CH2:4][CH2:3][CH2:2]2)=[N:15][CH:14]=1. Procedure details: A suspension of (E)-3-cyclopentyl-2-(4-methanesulfonyl-phenyl)-N-thiazol-2-yl-acrylamide (prepared in Example 3, 0.44 g, 1.17 mmol) and N-bromosuccinimide (0.20 g, 1.17 mmol) in carbon tetrachloride (4 mL) at 25° C. was treated with benzoyl peroxide (14.17 mg, 0.058 mmol). The resulting reaction mixture was heated to 90° C. where it was stirred overnight at this temperature. The reaction mixture was allowed to cool to 25° C. and then concentrated in vacuo. The residue was dissolved in ethyl acet...